This data is from the Open Reaction Database (ORD), a public repository of structured organic reaction records. The task is: describe an organic reaction: reactants, conditions, products, and yield Reactants: CN1C(N(C(C2=C1N=CC(=C2)OC=2C=NC=C(C2)C(F)(F)F)=O)CCCOC2OCCCC2)=O (1-methyl-3-(3-((tetrahydro-2H-pyran-2-yl)oxy)propyl)-6-((5-(trifluoromethyl)pyridin-3-yl)oxy)pyrido[2,3-d]pyrimidine-2,4(1H,3H)-dione), [Li+].CC(C)[N-]C(C)C (LDA), ClC1=CC=C(C=O)C=C1 (4-chlorobenzaldehyde). Solvent: C1CCOC1 (THF), C1CCOC1 (THF), CC(OCC)=O (EA), O (water). Run at temperature -78 celsius, time 1 hour. Yields the product ClC1=CC=C(C=C1)C(C1=C(C=NC=2N(C(N(C(C21)=O)CCCOC2OCCCC2)=O)C)OC=2C=NC=C(C2)C(F)(F)F)O (5-((4-chlorophenyl)(hydroxy)methyl)-1-methyl-3-(3-((tetrahydro-2H-pyran-2-yl)oxy)propyl)-6-((5-(trifluoromethyl)pyridin-3-yl)oxy)pyrido[2,3-d]pyrimidine-2,4(1H,3H)-dione). Isolated yield 39.1%. Reaction SMILES: [CH3:1][N:2]1[C:7]2[N:8]=[CH:9][C:10]([O:12][C:13]3[CH:14]=[N:15][CH:16]=[C:17]([C:19]([F:22])([F:21])[F:20])[CH:18]=3)=[CH:11][C:6]=2[C:5](=[O:23])[N:4]([CH2:24][CH2:25][CH2:26][O:27][CH:28]2[CH2:33][CH2:32][CH2:31][CH2:30][O:29]2)[C:3]1=[O:34].[Li+].CC([N-]C(C)C)C.[Cl:43][C:44]1[CH:51]=[CH:50][C:47]([CH:48]=[O:49])=[CH:46][CH:45]=1>C1COCC1.CC(=O)OCC.O>[Cl:43][C:44]1[CH:51]=[CH:50][C:47]([CH:48]([OH:49])[C:11]2[C:6]3[C:5](=[O:23])[N:4]([CH2:24][CH2:25][CH2:26][O:27][CH:28]4[CH2:33][CH2:32][CH2:31][CH2:30][O:29]4)[C:3](=[O:34])[N:2]([CH3:1])[C:7]=3[N:8]=[CH:9][C:10]=2[O:12][C:13]2[CH:14]=[N:15][CH:16]=[C:17]([C:19]([F:22])([F:20])[F:21])[CH:18]=2)=[CH:46][CH:45]=1 |f:1.2|. Procedure: To a solution of 1-methyl-3-(3-((tetrahydro-2H-pyran-2-yl)oxy)propyl)-6-((5-(trifluoromethyl)pyridin-3-yl)oxy)pyrido[2,3-d]pyrimidine-2,4(1H,3H)-dione (340 mg, 0.708 mmol) in THF (8 mL) at −78° C. was added LDA (2M in THF, 1.42 mL, 2.83 mmol) dropwise. The reaction was stirred at −78° C. for 1 h then a solution of 4-chlorobenzaldehyde (199.7 mg, 1.42 mmol) in THF (2 mL) was added dropwise. The reaction was stirred for 30 min at −78° C. then diluted with EA (10 mL) and water (10 mL). The organic ...